Dataset: the Open Reaction Database (ORD), a public repository of structured organic reaction records. Task: describe an organic reaction: reactants, conditions, products, and yield Reactants: C(CCC)[Li] (butyl lithium), S1C=CC=C1 (thiophene), C(CCC)[Sn](CCCC)(CCCC)Cl (tributyl tin chloride). Solvent: CCOCC (ether). Conditions: temperature -78 celsius, time 1 hour. Yields the product C(CCC)[Sn](C=1SC=CC1)(CCCC)CCCC (2-(Tributylstannyl)thiophene). RXN SMILES: [S:1]1[CH:5]=[CH:4][CH:3]=[CH:2]1.C([Li])CCC.[CH2:11]([Sn:15](Cl)([CH2:20][CH2:21][CH2:22][CH3:23])[CH2:16][CH2:17][CH2:18][CH3:19])[CH2:12][CH2:13][CH3:14]>CCOCC>[CH2:20]([Sn:15]([CH2:11][CH2:12][CH2:13][CH3:14])([CH2:16][CH2:17][CH2:18][CH3:19])[C:2]1[S:1][CH:5]=[CH:4][CH:3]=1)[CH2:21][CH2:22][CH3:23]. Procedure: A solution of 8.4 g of thiophene in 200 ml of ether is stirred, cooled to 0° C. under nitrogen while 48.0 g of butyl lithium is added dropwise via syringe. After stirring for 1 hour, the reaction mixture is cooled to -78° C. and 35.0 ml of tributyl tin chloride is added dropwise via syringe. Following stirring at room temperature for 30 minutes, the reaction mixture is quenched with 60 ml of water, poured over crushed ice and extracted with ether (3×200 ml). The organic layer is dried and evapor...